From a dataset of the Open Reaction Database (ORD), a public repository of structured organic reaction records. describe an organic reaction: reactants, conditions, products, and yield Starting materials: C(C)OC(C(C(=O)OCC)C)=O (2-methyl-malonic acid diethyl ester), [Na] (sodium), IC1=CC=C(CBr)C=C1 (4-iodobenzyl bromide). Solvent: CCO (EtOH). Product: C(C)OC(C(C(=O)OCC)(C)CC1=CC=C(C=C1)I)=O (2-(4-Iodo-benzyl)-2-methyl-malonic acid diethyl ester). RXN SMILES: [Na].[CH2:2]([O:4][C:5](=[O:13])[CH:6]([CH3:12])[C:7]([O:9][CH2:10][CH3:11])=[O:8])[CH3:3].[I:14][C:15]1[CH:22]=[CH:21][C:18]([CH2:19]Br)=[CH:17][CH:16]=1>CCO>[CH2:2]([O:4][C:5](=[O:13])[C:6]([CH2:19][C:18]1[CH:21]=[CH:22][C:15]([I:14])=[CH:16][CH:17]=1)([CH3:12])[C:7]([O:9][CH2:10][CH3:11])=[O:8])[CH3:3] |^1:0|. Reported procedure: 220 mg (10 mmol) sodium in small pieces are added to 15 mL EtOH. After 15 min 1.65 mL (9.70 mmol) 2-methyl-malonic acid diethyl ester are added. The mixture is stirred at reflux for 15 min and subsequently 3.00 g (10.1 mmol) 4-iodobenzyl bromide are added. The mixture is stirred at reflux for 12 h. After that time, the solvent is evaporated and the residue is purified by column chromatography (silicia gel; cyclohexane:EtOAc 98:2) to yield the desired product.